From a dataset of the Open Reaction Database (ORD), a public repository of structured organic reaction records. describe an organic reaction: reactants, conditions, products, and yield Reaction SMILES: [C:7](=[O:8])([O-:9])[O-:10].[CH3:1][CH:2]1[NH:3][CH2:4][CH2:5][CH2:6]1.[CH3:26][C:27]#[N:28].[Cl:13][CH2:14][CH2:15][CH2:16][CH2:17][O:18][c:19]1[cH:20][cH:21][c:22]([I:25])[cH:23][cH:24]1.[Cs+:11].[Cs+:12]>>[CH3:1][CH:2]1[N:3]([CH2:14][CH2:15][CH2:16][CH2:17][O:18][c:19]2[cH:20][cH:21][c:22]([I:25])[cH:23][cH:24]2)[CH2:4][CH2:5][CH2:6]1. Starting materials: O=C([O-])[O-], CC1CCCN1, CC#N, ClCCCCOc1ccc(I)cc1, [Cs+], [Cs+]. The product is CC1CCCN1CCCCOc1ccc(I)cc1. Starting materials: CS(=O)(=O)OC1=CC=C(C=C1)CCOC1=CC=C(C=C1)C=O (4-[2-(4-formylphenoxy)ethyl]phenyl methanesulfonate), S1C(NC(C1)=O)=O (2,4-thiazolidinedione), C(C)(=O)[O-].[Na+] (sodium acetate). Reaction conditions: temperature 155 celsius, time 1 hour. Product: CS(=O)(=O)OC1=CC=C(C=C1)CCOC1=CC=C(C=C2C(NC(S2)=O)=O)C=C1 (5-(4-[2-(4-methanesulfonyloxyphenyl)-ethoxy]benzylidene)thiazolidine-2,4-dione). The yield is 84.7%. Reaction SMILES: [CH3:1][S:2]([O:5][C:6]1[CH:11]=[CH:10][C:9]([CH2:12][CH2:13][O:14][C:15]2[CH:20]=[CH:19][C:18]([CH:21]=O)=[CH:17][CH:16]=2)=[CH:8][CH:7]=1)(=[O:4])=[O:3].[S:23]1[CH2:27][C:26](=[O:28])[NH:25][C:24]1=[O:29].C([O-])(=O)C.[Na+]>>[CH3:1][S:2]([O:5][C:6]1[CH:7]=[CH:8][C:9]([CH2:12][CH2:13][O:14][C:15]2[CH:16]=[CH:17][C:18]([CH:21]=[C:27]3[S:23][C:24](=[O:29])[NH:25][C:26]3=[O:28])=[CH:19][CH:20]=2)=[CH:10][CH:11]=1)(=[O:3])=[O:4] |f:2.3|. Procedure details: 1.5 g (4.7 mmole) 4-[2-(4-formylphenoxy)ethyl]phenyl methanesulfonate, 0.68 g (5.8 mmole) 2,4-thiazolidinedione and 0.96 g (11.8 mmole) sodium acetate were mixed and heated under vacuum to 155° C. The reaction mixture melted and was removed from the heat after 15 minutes. Water/acetone (2:1) was added and the mixture was stirred for 1 h. Filtration gave 1.67 g (yield 83%) of 5-(4-[2-(4-methanesulfonyloxyphenyl)-ethoxy]benzylidene)thiazolidine-2,4-dione as yellow crystals.